This data is from the Open Reaction Database (ORD), a public repository of structured organic reaction records. The task is: describe an organic reaction: reactants, conditions, products, and yield Reactants: N1=CC=C(C=C1)C1=CC=C(C(=O)O)C=C1 (4-[Pyridin-4-yl]-Benzoic Acid), OS(=O)(=O)O (H2SO4), CO (methanol), [OH-].[Na+] (NaOH), solution. Run at temperature 60 celsius, time 2.5 hour. Product: N1=CC=C(C=C1)C1=CC=C(C(=O)OC)C=C1 (Methyl 4-[Pyridin-4-yl]-Benzoate). Reaction SMILES: [N:1]1[CH:6]=[CH:5][C:4]([C:7]2[CH:15]=[CH:14][C:10]([C:11]([OH:13])=[O:12])=[CH:9][CH:8]=2)=[CH:3][CH:2]=1.OS(O)(=O)=O.[OH-].[Na+].[CH3:23]O>>[N:1]1[CH:6]=[CH:5][C:4]([C:7]2[CH:15]=[CH:14][C:10]([C:11]([O:13][CH3:23])=[O:12])=[CH:9][CH:8]=2)=[CH:3][CH:2]=1 |f:2.3|. Procedure: To a solution of 4-[pyridin-4-yl]-benzoic acid (2.0 g, 10 mmol) (reference example 11a) in methanol (30 mL) is added conc. H2SO4 (4 mL). The resulting solution is warmed to 60° C. and stirred at this temperature for 2.5 hours. The reaction mixture is then allowed to cool to room temperature then poured into ice. The pH of the resulting solution is adjusted to 7 using a 10 M solution of NaOH. The product is then extracted into ethyl acetate. This solution is washed with brine, dried over MgSO4 an...